Dataset: the Open Reaction Database (ORD), a public repository of structured organic reaction records. Task: describe an organic reaction: reactants, conditions, products, and yield Starting materials: O=C([O-])[O-], CC1(C)CCC(C)(C)c2cc(OCc3ccc(C(=O)O)cc3)ccc21, CCC(C)=O, CCI, [K+], [K+], O. The product is CCOC(=O)c1ccc(COc2ccc3c(c2)C(C)(C)CCC3(C)C)cc1. RXN SMILES: [C:26](=[O:27])([O-:28])[O-:29].[CH3:1][C:2]1([CH3:25])[c:3]2[cH:4][cH:5][c:6]([O:14][CH2:15][c:16]3[cH:17][cH:18][c:19]([C:22](=[O:23])[OH:24])[cH:20][cH:21]3)[cH:7][c:8]2[C:9]([CH3:12])([CH3:13])[CH2:10][CH2:11]1.[CH3:36][C:37](=[O:38])[CH2:39][CH3:40].[I:32][CH2:33][CH3:34].[K+:30].[K+:31].[OH2:35]>>[CH3:1][C:2]1([CH3:25])[c:3]2[cH:4][cH:5][c:6]([O:14][CH2:15][c:16]3[cH:17][cH:18][c:19]([C:22](=[O:23])[O:24][CH2:33][CH3:34])[cH:20][cH:21]3)[cH:7][c:8]2[C:9]([CH3:12])([CH3:13])[CH2:10][CH2:11]1. The yield is 9.4%. Yields the product C(C1=CC=CC=C1)OC1=CC=C(C=C1)C(C(O)(C1=CC=CC=C1)C1=CC=CC=C1)N1C=NC=C1 (2-(4-benzyloxyphenyl)-2-(1-imidazolyl)-1,1-diphenylethanol). Reactants: C(C1=CC=CC=C1)(=O)C1=CC=CC=C1 (benzophenone), C(CCC)[Li].CCCCCC (n-butyllithium hexane), C(C1=CC=CC=C1)OC1=CC=C(CN2C=NC=C2)C=C1 (N-(4-benzyloxybenzyl)-imidazole), CN(C)CCN(C)C (TMEDA). As a reaction SMILES: C([Li])CCC.CCCCCC.[CH2:12]([O:19][C:20]1[CH:31]=[CH:30][C:23]([CH2:24][N:25]2[CH:29]=[CH:28][N:27]=[CH:26]2)=[CH:22][CH:21]=1)[C:13]1[CH:18]=[CH:17][CH:16]=[CH:15][CH:14]=1.CN(CCN(C)C)C.[C:40]([C:48]1[CH:53]=[CH:52][CH:51]=[CH:50][CH:49]=1)(=[O:47])[C:41]1[CH:46]=[CH:45][CH:44]=[CH:43][CH:42]=1>C1COCC1.O>[CH2:12]([O:19][C:20]1[CH:31]=[CH:30][C:23]([CH:24]([N:25]2[CH:29]=[CH:28][N:27]=[CH:26]2)[C:40]([C:41]2[CH:46]=[CH:45][CH:44]=[CH:43][CH:42]=2)([C:48]2[CH:53]=[CH:52][CH:51]=[CH:50][CH:49]=2)[OH:47])=[CH:22][CH:21]=1)[C:13]1[CH:14]=[CH:15][CH:16]=[CH:17][CH:18]=1 |f:0.1|. Reaction conditions: temperature -70 celsius, time 20 minute. Procedure details: 34 ml (53 mmol) of 1,55 molar n-butyllithium/hexane solution were added dropwise to a solution of 6.87 g (26 mmol) of N-(4-benzyloxybenzyl)-imidazole and 3.03 g (26 mmol) of TMEDA in 100 ml of absolute THF at about -70° C., the mixture was stirred for 20 minutes at -70° C., a solution of 4.74 g of benzophenone in 40 ml of absolute THF was then added dropwise at -70° C., stirring was continued for 30 minutes at about -70° C. and for 1.5 hours at -70° C. to room temperature, and 350 ml of water we... Run in C1CCOC1 (THF), C1CCOC1 (THF), O (water). Starting materials: BrC1=C2C=CC(=NC2=CC=C1)NCC1=C(C=CC=C1)OC ((5-Bromo-quinolin-2-yl)-(2-methoxy-benzyl)-amine), O (water), C1(=CC=CC=C1)B(O)O (Phenylboronic acid), C1(=CC=CC=C1)P(C1=CC=CC=C1)C1=CC=CC=C1 (triphenylphosphine). The reagents and catalysts are C(C)(=O)[O-].[Pd+2].C(C)(=O)[O-] (palladium(II)acetate). Solvent: COCCOC (1,2-dimethoxyethane), C([O-])([O-])=O.[Na+].[Na+] (sodium carbonate). The product is COC1=C(CNC2=NC3=CC=CC(=C3C=C2)C2=CC=CC=C2)C=CC=C1 ((2-Methoxy-benzyl)-(5-phenyl-quinolin-2-yl)-amine), solid. The yield is 96.0%. RXN SMILES: Br[C:2]1[CH:11]=[CH:10][CH:9]=[C:8]2[C:3]=1[CH:4]=[CH:5][C:6]([NH:12][CH2:13][C:14]1[CH:19]=[CH:18][CH:17]=[CH:16][C:15]=1[O:20][CH3:21])=[N:7]2.[C:22]1(B(O)O)[CH:27]=[CH:26][CH:25]=[CH:24][CH:23]=1.C1(P(C2C=CC=CC=2)C2C=CC=CC=2)C=CC=CC=1.O>COCCOC.C(=O)([O-])[O-].[Na+].[Na+].C([O-])(=O)C.[Pd+2].C([O-])(=O)C>[CH3:21][O:20][C:15]1[CH:16]=[CH:17][CH:18]=[CH:19][C:14]=1[CH2:13][NH:12][C:6]1[CH:5]=[CH:4][C:3]2[C:8](=[CH:9][CH:10]=[CH:11][C:2]=2[C:22]2[CH:27]=[CH:26][CH:25]=[CH:24][CH:23]=2)[N:7]=1 |f:5.6.7,8.9.10|. Procedure: (5-Bromo-quinolin-2-yl)-(2-methoxy-benzyl)-amine (200 mg, 0.583 mmol) was dissolved in 8 mL 1,2-dimethoxyethane and 4 mL 1M sodium carbonate solution. The reaction mixture was evacuated and backfilled with argon for three times to remove oxygen. Phenylboronic acid (88 mg, 0.699 mmol), palladium(II)acetate (7 mg, 0.029 mmol) and triphenylphosphine (16 mg, 0.058 mmol) were added. The reaction mixture was refluxed overnight. The reaction mixture was poured into 100 mL water and extracted three time... Starting materials: O.ON1N=NC2=C1C=CC=C2 (1-hydroxybenzotriazole hydrate), CN(CCCN=C=NCC)C (1-(3-dimethylaminopropyl)-3-ethylcarbodiimide), C(C)(C)N(CC)C(C)C (diisopropylethylamine), C1(=CC=CC=C1)C1(C[C@@H]([C@@]([C@@H]2CNC[C@H]12)(O)C1=C(C=CC=C1)OC)O)C1=CC=CC=C1 ((3aS,4S,5S,7aS)-7,7-diphenyl-4-(2-methoxyphenyl)-perhydroisoindole-4,5 -diol), COC1=C(C=CC=C1)[C@@H](C(=O)O)C ((S)-2-(2-methoxyphenyl)-propanoic acid), aqueous saturated solution, [Cl-].[Na+] (sodium chloride). The solvent is C(Cl)Cl (methylene chloride), O (water). Run at temperature 0 celsius, time 30 minute. Yields the product C1(=CC=CC=C1)C1(C[C@@H]([C@@]([C@@H]2CN(C[C@H]12)C([C@@H](C)C1=C(C=CC=C1)OC)=O)(O)C1=C(C=CC=C1)OC)O)C1=CC=CC=C1 ((3aS,4S,5S,7aS)-7,7-diphenyl-4-(2-methoxyphenyl)-2-[2-(2-methoxyphenyl)-(S)-propionyl]-perhydroisoindole-4,5-diol). The yield is 58.8%. Reaction SMILES: O.ON1C2C=CC=CC=2N=N1.CN(C)CCCN=C=NCC.C(N(C(C)C)CC)(C)C.[C:32]1([C:38]2([C:57]3[CH:62]=[CH:61][CH:60]=[CH:59][CH:58]=3)[C@@H:46]3[C@@H:42]([CH2:43][NH:44][CH2:45]3)[C@@:41]([C:48]3[CH:53]=[CH:52][CH:51]=[CH:50][C:49]=3[O:54][CH3:55])([OH:47])[C@@H:40]([OH:56])[CH2:39]2)[CH:37]=[CH:36][CH:35]=[CH:34][CH:33]=1.[CH3:63][O:64][C:65]1[CH:70]=[CH:69][CH:68]=[CH:67][C:66]=1[C@H:71]([CH3:75])[C:72](O)=[O:73].[Cl-].[Na+]>C(Cl)Cl.O>[C:57]1([C:38]2([C:32]3[CH:33]=[CH:34][CH:35]=[CH:36][CH:37]=3)[C@@H:46]3[C@@H:42]([CH2:43][N:44]([C:72](=[O:73])[C@H:71]([C:66]4[CH:67]=[CH:68][CH:69]=[CH:70][C:65]=4[O:64][CH3:63])[CH3:75])[CH2:45]3)[C@@:41]([C:48]3[CH:53]=[CH:52][CH:51]=[CH:50][C:49]=3[O:54][CH3:55])([OH:47])[C@@H:40]([OH:56])[CH2:39]2)[CH:62]=[CH:61][CH:60]=[CH:59][CH:58]=1 |f:0.1,6.7|. Procedure: 30 mg of 1-hydroxybenzotriazole hydrate, 0.66 g of 1-(3-dimethylaminopropyl)-3-ethylcarbodiimide and 0.6 cm3 of diisopropylethylamine are added to a solution of 1.1 g of (3aS,4S,5S,7aS)-7,7-diphenyl-4-(2-methoxyphenyl)-perhydroisoindole-4,5 -diol and 0.58 g of (S)-2-(2-methoxyphenyl)-propanoic acid in 30 cm3 of methylene chloride, cooled to 0° C. The mixture is stirred at room temperature for 3 hours and 30 minutes and 100 cm3 of water and 50 cm3 of an aqueous saturated solution of sodium chlori... The reactants are ClC=1N=C(NC1Cl)C(Cl)(Cl)Cl (4,5-dichloro-2-trichloromethyl-imidazole), N (ammonia). Run in C(C)O (ethanol). The product is ClC=1N=C(NC1Cl)C#N (4,5-dichloro-2-cyano-imidazole). Isolated yield 90.0%. RXN SMILES: [Cl:1][C:2]1[N:3]=[C:4]([C:8](Cl)(Cl)Cl)[NH:5][C:6]=1[Cl:7].[NH3:12]>C(O)C>[Cl:1][C:2]1[N:3]=[C:4]([C:8]#[N:12])[NH:5][C:6]=1[Cl:7]. Procedure details: 25.4 g (0.1 mol) of 4,5-dichloro-2-trichloromethyl-imidazole were introduced in small portions into 200 ml of ethanol saturated with ammonia, whilst cooling with ice and stirring vigorously. The mixture was stirred for a further 30 minutes at 50° C., the constituents which had not dissolved were then filtered off and the filtrate was evaporated under reduced pressure. The combined residues were dissolved in hot water. On acidifying the solution with dilute hydrochloric acid, the reaction product... The product is COC[C@@H](C(=O)NC1=NC=C(C=C1)C)OC1=C2C(=NC=N1)N(N=C2)C2=CC=CC=C2 ((S)-3-methoxy-N-(5-methylpyridin-2-yl)-2-(1-phenyl-1H-pyrazolo[3,4-d]pyrimidin-4-yloxy)propanamide). Starting materials: ClC1=C(C=CC=C1)N1N=CC=2C1=NC=NC2O[C@H](C(=O)NC2=NC=C(C=C2)C)COC ((2S)-2-(1-(2-chlorophenyl)-1H-pyrazolo[3,4-d]pyrimidin-4-yloxy)-3-methoxy-N-(5-methylpyridin-2-yl)propanamide). As a reaction SMILES: Cl[C:2]1[CH:7]=[CH:6][CH:5]=[CH:4][C:3]=1[N:8]1[C:12]2=[N:13][CH:14]=[N:15][C:16]([O:17][C@@H:18]([CH2:29][O:30][CH3:31])[C:19]([NH:21][C:22]3[CH:27]=[CH:26][C:25]([CH3:28])=[CH:24][N:23]=3)=[O:20])=[C:11]2[CH:10]=[N:9]1>CO.[Pd]>[CH3:31][O:30][CH2:29][C@H:18]([O:17][C:16]1[N:15]=[CH:14][N:13]=[C:12]2[N:8]([C:3]3[CH:4]=[CH:5][CH:6]=[CH:7][CH:2]=3)[N:9]=[CH:10][C:11]=12)[C:19]([NH:21][C:22]1[CH:27]=[CH:26][C:25]([CH3:28])=[CH:24][N:23]=1)=[O:20]. Reagents/catalysts: [Pd] (Palladium). Solvent: CO (methanol). Procedure details: Palladium (10% on Carbon) (25.5 mg, 0.24 mmol) was added to (2S)-2-(1-(2-chlorophenyl)-1H-pyrazolo[3,4-d]pyrimidin-4-yloxy)-3-methoxy-N-(5-methylpyridin-2-yl)propanamide (Example 3) (105 mg, 0.24 mmol) in methanol (2.5 mL) at ambient temperature under nitrogen. This was then purged with hydrogen and the resulting solution was stirred at ambient temperature for 24 hours. The mixture was filtered through celite and evaporated. The residue was purified by flash silica chromatography eluting with 0 ... Reaction conditions: time 24 hour. The yield is 20.6%. Reactants: Br.C(C(=O)C1=CC=CC=C1)C1=C(CCC2=CC=CC=C12)N(C)C (1-phenacyl-2-dimethylamino-3,4-dihydronaphthalene hydrobromide), NC1=CC=C(C(C(=O)O)=C1)O (5-aminosalicylic acid). Solvent: C(C)(=O)O (acetic acid). Conditions: temperature 75 celsius, time 4.5 hour. The product is C(=O)(O)C=1C=C(C=CC1O)N1C(=CC=2C3=C(CCC12)C=CC=C3)C3=CC=CC=C3 (3-(3-carboxy-4-hydroxyphenyl)-4,5-dihydro-2-phenylbenz[e]indole). Reaction SMILES: Br.[CH2:2]([C:11]1[C:20]2[C:15](=[CH:16][CH:17]=[CH:18][CH:19]=2)[CH2:14][CH2:13][C:12]=1N(C)C)[C:3]([C:5]1[CH:10]=[CH:9][CH:8]=[CH:7][CH:6]=1)=O.[NH2:24][C:25]1[CH:33]=[C:29]([C:30]([OH:32])=[O:31])[C:28]([OH:34])=[CH:27][CH:26]=1>C(O)(=O)C>[C:30]([C:29]1[CH:33]=[C:25]([N:24]2[C:12]3[CH2:13][CH2:14][C:15]4[CH:16]=[CH:17][CH:18]=[CH:19][C:20]=4[C:11]=3[CH:2]=[C:3]2[C:5]2[CH:10]=[CH:9][CH:8]=[CH:7][CH:6]=2)[CH:26]=[CH:27][C:28]=1[OH:34])([OH:32])=[O:31] |f:0.1|. Reported procedure: A mixture of 10.0 g of 1-phenacyl-2-dimethylamino-3,4-dihydronaphthalene hydrobromide and 4.1 g of 5-aminosalicylic acid in 50 ml of acetic acid is vigorously stirred at 75° C for 4.5 hours. The reaction mixture is then cooled to 20° C, filtered and the precipitate collected, washed successively with one 20 ml portion of acetic acid and five 20 ml portions of hexane and then dried for 20 hours under vacuum to give 3-(3-carboxy-4-hydroxyphenyl)-4,5-dihydro-2-phenylbenz[e]indole. Reactants: CCCCOC(=O)C1=C(O)c2c(c3ccccc3n2C)S(=O)(=O)N1C, Nc1ccc(F)cc1, Cc1ccccc1C. Yields the product CN1C(C(=O)Nc2ccc(F)cc2)=C(O)c2c(c3ccccc3n2C)S1(=O)=O. RXN SMILES: [CH3:1][N:2]1[S:3](=[O:24])(=[O:25])[c:4]2[c:5]([n:6]([CH3:13])[c:7]3[cH:8][cH:9][cH:10][cH:11][c:12]23)[C:14]([OH:23])=[C:15]1[C:16](=[O:17])[O:18][CH2:19][CH2:20][CH2:21][CH3:22].[F:26][c:27]1[cH:28][cH:29][c:30]([NH2:31])[cH:32][cH:33]1.[c:34]1([CH3:35])[c:36]([CH3:37])[cH:38][cH:39][cH:40][cH:41]1>>[CH3:1][N:2]1[S:3](=[O:24])(=[O:25])[c:4]2[c:5]([n:6]([CH3:13])[c:7]3[cH:8][cH:9][cH:10][cH:11][c:12]23)[C:14]([OH:23])=[C:15]1[C:16](=[O:17])[NH:31][c:30]1[cH:29][cH:28][c:27]([F:26])[cH:33][cH:32]1. The reactants are halogen chloride, solution, C([O-])(O)=O.[Na+] (sodium bicarbonate), CN1C=CC=C1 (N-methylpyrrole), C(#N)C(=O)OCC (ethyl cyanoformate). Run in C(C)O (ethanol). Yields the product N=C(C(=O)OCC)C=1N(C=CC1)C (ethyl α-imino-1-methylpyrrole-2-acetate). Reported procedure: A stream of dry halogen chloride is passed as a moderate rate through a solution of 12.5 g of N-methylpyrrole and 16.8 g of ethyl cyanoformate in 125 mls of ethanol-free chloroform at 22° C. for 31/2 hours. The reaction mixture is added dropwise with stirring to a 1.5 liter solution of 5% sodium bicarbonate. The chloroform layer is separated, dried over Na2SO4 and evaporated in vacuo at room temperature to give a brown oil (ethyl α-imino-1-methylpyrrole-2-acetate). RXN SMILES: [CH3:1][N:2]1[CH:6]=[CH:5][CH:4]=[CH:3]1.[C:7]([C:9]([O:11][CH2:12][CH3:13])=[O:10])#[N:8].C(=O)(O)[O-].[Na+]>C(O)C>[NH:8]=[C:7]([C:3]1[N:2]([CH3:1])[CH:6]=[CH:5][CH:4]=1)[C:9]([O:11][CH2:12][CH3:13])=[O:10] |f:2.3|. The reactants are C(C)C(C(=O)[O-])(CC)O (ethyl-hydroxybutyrate), PHA, C(C)C(C(=O)[O-])(CC)O (ethyl-hydroxybutyrate), PHA, PHA, PHA, C(CCC)[Sn](CCCC)=O (di-butyl tin oxide), C1(=CC=CC=C1)CC1=CC=CC=C1 (diphenylmethane). The solvent is C(C)O (ethanol). Conditions: temperature 180 celsius. The product is C(C)OC(CC(C)O)=O (Ethyl-3-hydroxybutyrate), poly 3-hydroxybutyrate. Isolated yield 94.0%. Reaction SMILES: C([Sn](=[O:10])CCCC)CCC.C1(C[C:18]2[CH:23]=CC=CC=2)C=CC=CC=1.C([C:26](O)([CH2:30][CH3:31])[C:27]([O-:29])=[O:28])C>C(O)C>[CH2:23]([O:29][C:27](=[O:28])[CH2:26][CH:30]([OH:10])[CH3:31])[CH3:18]. Procedure details: Ethyl-3-hydroxybutyrate was prepared from a PHA (poly 3-hydroxybutyrate) as follows. A solution of 1.0 g of poly 3-hydroxybutyrate (94% purity) in 4.0 ml of absolute ethanol was prepared in a glass pressure bottle. The PHA was derived from biomass. 10.5 mg of di-butyl tin oxide and 0.5 ml of diphenylmethane were added as a catalyst and as an internal gas chromatographic standard, respectively. The mixture was heated to 180° C. with magnetic stirring. After 2.0 hours the percent yield of ethyl-hy...